Task: describe an organic reaction: reactants, conditions, products, and yield. Dataset: the Open Reaction Database (ORD), a public repository of structured organic reaction records Reactants: IC1=C(C=NC(=C1)OC)NC(C(C)(C)C)=O (N-(4-iodo-6-methoxypyridin-3-yl)pivalamide), IC1=C(C=NC(=C1)OC)NC(C(C)(C)C)=O (N-(4-iodo-6-methoxypyridin-3-yl)pivalamide). Run in OS(=O)(=O)O (H2SO4). Reaction conditions: temperature 120 celsius. Product: IC1=C(C=NC(=C1)OC)N (4-Iodo-6-methoxypyridin-3-amine). Reaction SMILES: [I:1][C:2]1[CH:7]=[C:6]([O:8][CH3:9])[N:5]=[CH:4][C:3]=1[NH:10]C(=O)C(C)(C)C>OS(O)(=O)=O>[I:1][C:2]1[CH:7]=[C:6]([O:8][CH3:9])[N:5]=[CH:4][C:3]=1[NH2:10]. Procedure: A solution of N-(4-iodo-6-methoxypyridin-3-yl)pivalamide (Compound 2, 2.33 g, 7.0 mmol) in 10% H2SO4 (70 ml) was heated to reflux at 120° C. for 5 h. The mixture was cooled to 0° C. and was quenched cautiously with solid NaOH (10 g), extracted with EtOAc (×2). The combined organic layer was washed with brine, dried over Na2SO4, and concentrated in vacuo. The residue was purified by chromatography on silica gel (0→30% EtOAc-hexanes) to yield the title compound as off-white solid. The reactants are COC(=O)C=1C=C2C(=NNC2=CC1)I (3-iodo-1H-indazole-5-carboxylic acid methyl ester), O1CCCC=C1 (3,4-dihydropyran), CC=1C=CC(=CC1)S(=O)(=O)O (PTSA). The solvent is C(Cl)Cl (DCM). Run at time 2 hour. The product is COC(=O)C=1C=C2C(=NN(C2=CC1)C1OCCCC1)I (3-iodo-1-(tetrahydro-pyran-2-yl)-1H-indazole-5-carboxylic acid methyl ester). Yield: 58.9%. As a reaction SMILES: [CH3:1][O:2][C:3]([C:5]1[CH:6]=[C:7]2[C:11](=[CH:12][CH:13]=1)[NH:10][N:9]=[C:8]2[I:14])=[O:4].[O:15]1[CH:20]=[CH:19][CH2:18][CH2:17][CH2:16]1.CC1C=CC(S(O)(=O)=O)=CC=1>C(Cl)Cl>[CH3:1][O:2][C:3]([C:5]1[CH:6]=[C:7]2[C:11](=[CH:12][CH:13]=1)[N:10]([CH:16]1[CH2:17][CH2:18][CH2:19][CH2:20][O:15]1)[N:9]=[C:8]2[I:14])=[O:4]. Reported procedure: In 50 mL R. B. flask, to a solution of 3-iodo-1H-indazole-5-carboxylic acid methyl ester (0.2 g, 0.66 mmol) in DCM (10 mL) was added 3,4-dihydropyran (0.117 g, 1.32 mmol) at 5° C. followed by the addition of PTSA (0.038 g, 0.264 mmol). The reaction was stirred for 2 h at RT, quenched with water (25 mL) and extracted with DCM (50 mL). The organic layer was separated and washed with water (2×25 mL) and dried over anhydrous Na2SO4, filtered and concentrated. The residue was triturated with n-pentan... RXN SMILES: [Br:1][C:2]1[CH:3]=[C:4]2[C:9](=[CH:10][CH:11]=1)[N:8]1[CH:12]=[CH:13][CH:14]=[C:7]1[CH:6]([C:15]([CH3:18])([CH3:17])[CH3:16])[NH:5]2.[CH3:19][O:20][C:21]1[CH:29]=[C:28]([O:30][CH3:31])[CH:27]=[CH:26][C:22]=1[C:23](Cl)=[O:24]>>[Br:1][C:2]1[CH:3]=[C:4]2[C:9](=[CH:10][CH:11]=1)[N:8]1[CH:12]=[CH:13][CH:14]=[C:7]1[CH:6]([C:15]([CH3:18])([CH3:17])[CH3:16])[N:5]2[C:23](=[O:24])[C:22]1[CH:26]=[CH:27][C:28]([O:30][CH3:31])=[CH:29][C:21]=1[O:20][CH3:19]. Yields the product BrC=1C=C2N(C(C=3N(C2=CC1)C=CC3)C(C)(C)C)C(C3=C(C=C(C=C3)OC)OC)=O (7-Bromo-4-tert-butyl-5-(2,4-dimethoxybenzoyl)-4,5-dihydropyrrolo[1,2-a]quinoxaline). Procedure: 7-Bromo-4-tert-butyl-5-(2,4-dimethoxybenzoyl)-4,5-dihydropyrrolo[1,2-a]quinoxaline was prepared from 7-bromo-4-tert-butyl-4,5-dihydropyrrolo[1,2-a]quinoxaline (see Example 114, Step 1) and 2,4-dimethoxybenzoyl chloride according to the procedure of Example 106, Step 2. The product was purified via Biotage Horizon® (25S, silica, gradient from 5% EtOAc/hexane to 40% EtOAc/hexane) and isolated as a white foam. MS (ESI) m/z 469/471 ([M+H]+); HRMS: calcd for C24H25BrN2O3, 468.1049; found (ESI+), 469.... Reactants: BrC=1C=C2NC(C=3N(C2=CC1)C=CC3)C(C)(C)C (7-bromo-4-tert-butyl-4,5-dihydropyrrolo[1,2-a]quinoxaline), COC1=C(C(=O)Cl)C=CC(=C1)OC (2,4-dimethoxybenzoyl chloride). Starting materials: [N+](=O)([O-])C(C)CC (2-nitrobutane), [N+](=O)([O-])C(C)CCC (2-nitropentane), CC(CC1=CNC2=CC=CC=C12)(CCC)[N+](=O)[O-] (3-(2'-methyl-2'-nitropentyl)-indole). Solvent: petroleum ether. Product: CC(CC1=CNC2=CC=CC=C12)(CCC)N (3-(2'-methyl-2'-aminopentyl)-indole). Reaction SMILES: [N+](C(CC)C)([O-])=O.[N+](C(CCC)C)([O-])=O.[CH3:16][C:17]([N+:31]([O-])=O)([CH2:28][CH2:29][CH3:30])[CH2:18][C:19]1[C:27]2[C:22](=[CH:23][CH:24]=[CH:25][CH:26]=2)[NH:21][CH:20]=1>>[CH3:16][C:17]([NH2:31])([CH2:28][CH2:29][CH3:30])[CH2:18][C:19]1[C:27]2[C:22](=[CH:23][CH:24]=[CH:25][CH:26]=2)[NH:21][CH:20]=1. Procedure: If the 2-nitrobutane in Example 1 is replaced by the corresponding quantity of 2-nitropentane, using the same procedure as in Example 1, the intermediate product obtained is 3-(2'-methyl-2'-nitropentyl)-indole; melting point 78°-80°C (from petroleum ether). Reduction yielded 3-(2'-methyl-2'-aminopentyl)-indole, which after recrystallisation from petroleum ether yields needle-shaped crystals of a melting point of 73.5° to 74.5°C.